Dataset: the Open Reaction Database (ORD), a public repository of structured organic reaction records. Task: describe an organic reaction: reactants, conditions, products, and yield The reactants are C(C1=CC=CC=C1)C1=CN=C2C(=C(C(N(C2=C1)CC1=CC=C(C=C1)S(=O)(=O)C)=O)C(=O)OCC)O (ethyl 7-benzyl-4-hydroxy-1-[4-(methylsulfonyl)benzyl]-2-oxo-1,2-dihydro-1,5-naphthyridine-3-carboxylate), NCCN1CCCC1 (N-(2-aminoethyl)pyrrolidine). Yields the product C(C1=CC=CC=C1)C1=CN=C2C(=C(C(N(C2=C1)CC1=CC=C(C=C1)S(=O)(=O)C)=O)C(=O)NCCN1CCCC1)O (7-Benzyl-4-hydroxy-1-[4-(methylsulfonyl)benzyl]-2-oxo-N-(2-pyrrolidin-1-ylethyl)-1,2-dihydro-1,5-naphthyridine-3-carboxamide). RXN SMILES: [CH2:1]([C:8]1[CH:17]=[C:16]2[C:11]([C:12]([OH:35])=[C:13]([C:30](OCC)=[O:31])[C:14](=[O:29])[N:15]2[CH2:18][C:19]2[CH:24]=[CH:23][C:22]([S:25]([CH3:28])(=[O:27])=[O:26])=[CH:21][CH:20]=2)=[N:10][CH:9]=1)[C:2]1[CH:7]=[CH:6][CH:5]=[CH:4][CH:3]=1.[NH2:36][CH2:37][CH2:38][N:39]1[CH2:43][CH2:42][CH2:41][CH2:40]1>>[CH2:1]([C:8]1[CH:17]=[C:16]2[C:11]([C:12]([OH:35])=[C:13]([C:30]([NH:36][CH2:37][CH2:38][N:39]3[CH2:43][CH2:42][CH2:41][CH2:40]3)=[O:31])[C:14](=[O:29])[N:15]2[CH2:18][C:19]2[CH:20]=[CH:21][C:22]([S:25]([CH3:28])(=[O:27])=[O:26])=[CH:23][CH:24]=2)=[N:10][CH:9]=1)[C:2]1[CH:7]=[CH:6][CH:5]=[CH:4][CH:3]=1. Procedure details: This compound was prepared from ethyl 7-benzyl-4-hydroxy-1-[4-(methylsulfonyl)benzyl]-2-oxo-1,2-dihydro-1,5-naphthyridine-3-carboxylate and N-(2-aminoethyl)pyrrolidine employing methods similar to those described in Example 5 and was obtained as a white solid: 1H NMR (CDCl3) δ 12.80 (1H, br), 10.44 (1H, t, J=6 Hz), 8.60 (1H, d, J=1 Hz), 7.81 (2H, d, J=8.2 Hz), 7.30 (3H, m), 7.19 (2H, d, J=8.2 Hz), 7.06 (1H, s), 7.01 (2H, m), 5.41 (2H, br), 4.05 (2H, s), 4.02 (2H, q, J=6.6 Hz), 3.87 (2H, br), 3.3... The reactants are residue, C(C)(C)N(C(C)C)CC (N,N-diisopropylethylamine), CC(CCC(=O)O)(C)SSC (4-methyl-4-methyldisulfanyl-pentanoic acid), C(C)(C)N=C=NC(C)C (N,N′-diisopropyl-carbodiimide), O.ON1N=NC2=C1C=CC=C2 (1-hydroxybenzotriazole hydrate), CN(C=O)C (dimethylformamide). Conditions: time 15 hour. The product is CC(CCC(=O)N1CCN(CC1)CCCC1=CC(=NC(=C1)CO)CO)(C)SSC (4-(3-[4-(4-methyl-4-methyldisulfanyl-pentanoyl)-piperazin-1-yl]-propyl)-2,6-bis-(hydroxymethyl)-pyridine). As a reaction SMILES: [CH:1]([N:4](CC)[CH:5]([CH3:7])C)(C)[CH3:2].[CH3:10][C:11]([S:18][S:19][CH3:20])([CH3:17])[CH2:12][CH2:13][C:14]([OH:16])=O.C(N=[C:25]=[N:26][CH:27]([CH3:29])[CH3:28])(C)C.[OH2:30].O[N:32]1[C:36]2[CH:37]=[CH:38][CH:39]=[CH:40]C=2N=N1.CN(C)[CH:43]=[O:44]>>[CH3:17][C:11]([S:18][S:19][CH3:20])([CH3:10])[CH2:12][CH2:13][C:14]([N:4]1[CH2:5][CH2:7][N:32]([CH2:36][CH2:37][CH2:38][C:39]2[CH:40]=[C:25]([CH2:43][OH:44])[N:26]=[C:27]([CH2:28][OH:30])[CH:29]=2)[CH2:2][CH2:1]1)=[O:16] |f:3.4|. Procedure details: To a solution of a sample of the previous residue (160 mg) in dimethylformamide (2.5 mL) was added N,N-diisopropylethylamine (181 μL), 4-methyl-4-methyldisulfanyl-pentanoic acid (158 mg), N,N′-diisopropyl-carbodiimide (88 μL) and 1-hydroxybenzotriazole hydrate (15 mg). After 15 h at room temperature, solids were filtered off and the dimethylformamide solution was injected for HPLC purification according to method F. The appropriate fractions were combined and concentrated by freeze-drying to aff... Reactants: C(C)OC(C1=CC(=CC=C1)C1=CC=2N(N=C1)C(=CN2)C2=CC(=NC=C2)C2=CC=CC=C2)=O (3-[3-(2-Phenyl-pyridin-4-yl)-imidazo[1,2-b]pyridazin-7-yl]-benzoic acid ethyl ester), [Li+].[OH-] (LiOH). Run in C1CCOC1.O.CO (THF H2O MeOH), CO (MeOH), Cl (HCl). Conditions: time 1 hour. Product: C1(=CC=CC=C1)C1=NC=CC(=C1)C1=CN=C2N1N=CC(=C2)C=2C=C(C(=O)O)C=CC2 (3-[3-(2-Phenyl-pyridin-4-yl)-imidazo[1,2-b]pyridazin-7-yl]-benzoic acid). Reaction SMILES: C([O:3][C:4](=[O:32])[C:5]1[CH:10]=[CH:9][CH:8]=[C:7]([C:11]2[CH:16]=[N:15][N:14]3[C:17]([C:20]4[CH:25]=[CH:24][N:23]=[C:22]([C:26]5[CH:31]=[CH:30][CH:29]=[CH:28][CH:27]=5)[CH:21]=4)=[CH:18][N:19]=[C:13]3[CH:12]=2)[CH:6]=1)C.[Li+].[OH-]>C1COCC1.O.CO.CO.Cl>[C:26]1([C:22]2[CH:21]=[C:20]([C:17]3[N:14]4[N:15]=[CH:16][C:11]([C:7]5[CH:6]=[C:5]([CH:10]=[CH:9][CH:8]=5)[C:4]([OH:32])=[O:3])=[CH:12][C:13]4=[N:19][CH:18]=3)[CH:25]=[CH:24][N:23]=2)[CH:27]=[CH:28][CH:29]=[CH:30][CH:31]=1 |f:1.2,3.4.5|. Reported procedure: 3-[3-(2-Phenyl-pyridin-4-yl)-imidazo[1,2-b]pyridazin-7-yl]-benzoic acid ethyl ester (1 eq, 0.119 mmol, 50 mg) (Ex. 42) is dissolved in THF/H2O/MeOH (0.5/0.25/0.25 ml) and LiOH (20 eq, 2.38 mmol, 57 mg) is then added and the reaction is stirred at room temperature for 1 h. The reaction mixture is then diluted with MeOH and HCl (1M) is added. The precipitate is filtered and dried to afford 3-[3-(2-Phenyl-pyridin-4-yl)-imidazo[1,2-b]pyridazin-7-yl]-benzoic acid as a yellow solid which did not requi...